From a dataset of the Open Reaction Database (ORD), a public repository of structured organic reaction records. describe an organic reaction: reactants, conditions, products, and yield Starting materials: CC#CCOc1ccc(S(=O)(=O)C2(C(=O)OCC)CCCN(Cc3ccc(Cl)cc3)C2)cc1, C1CCOC1, CO, [Na+], [OH-]. Product: CC#CCOc1ccc(S(=O)(=O)C2(C(=O)O)CCCN(Cc3ccc(Cl)cc3)C2)cc1. RXN SMILES: [CH2:1]([C:2]#[C:3][CH3:4])[O:5][c:6]1[cH:7][cH:8][c:9]([S:12](=[O:13])(=[O:14])[C:15]2([C:29](=[O:30])[O:31][CH2:32][CH3:33])[CH2:16][N:17]([CH2:21][c:22]3[cH:23][cH:24][c:25]([Cl:28])[cH:26][cH:27]3)[CH2:18][CH2:19][CH2:20]2)[cH:10][cH:11]1.[CH2:38]1[O:39][CH2:40][CH2:41][CH2:42]1.[CH3:34][OH:35].[Na+:37].[OH-:36]>>[CH2:1]([C:2]#[C:3][CH3:4])[O:5][c:6]1[cH:7][cH:8][c:9]([S:12](=[O:13])(=[O:14])[C:15]2([C:29](=[O:30])[OH:31])[CH2:16][N:17]([CH2:21][c:22]3[cH:23][cH:24][c:25]([Cl:28])[cH:26][cH:27]3)[CH2:18][CH2:19][CH2:20]2)[cH:10][cH:11]1. The reactants are COC(=O)C=1CN(CCC1C1=CC=C(C=C1)O)C(=O)OC(C)(C)C (4-(4-Hydroxy-phenyl)-5,6-dihydro-2H-pyridine-1,3-dicarboxylic Acid 1-tert-butyl Ester 3-methyl Ester), ClC1=C(C(=CC=C1F)F)C1=NOC(=C1)CO ([3-(2-chloro-3,6-difluoro-phenyl)-isoxazol-5-yl]-methanol), C1CCN(CC1)C(=O)N=NC(=O)N2CCCCC2 (ADDP), P(CCCC)(CCCC)CCCC (PBu3). Run in C1(=CC=CC=C1)C (toluene). Reaction conditions: temperature 80 celsius, time 2 hour. Yields the product COC(=O)C=1CN(CCC1C1=CC=C(C=C1)OCC1=CC(=NO1)C1=C(C(=CC=C1F)F)Cl)C(=O)OC(C)(C)C (4-{4-[3-(2-Chloro-3,6-difluoro-phenyl)-isoxazol-5-ylmethoxy]-phenyl}-5,6-dihydro-2H-pyridine-1,3-dicarboxylic Acid 1-tert-butyl Ester 3-methyl Ester). Yield: 51.3%. Reaction SMILES: [CH3:1][O:2][C:3]([C:5]1[CH2:6][N:7]([C:18]([O:20][C:21]([CH3:24])([CH3:23])[CH3:22])=[O:19])[CH2:8][CH2:9][C:10]=1[C:11]1[CH:16]=[CH:15][C:14]([OH:17])=[CH:13][CH:12]=1)=[O:4].[Cl:25][C:26]1[C:31]([F:32])=[CH:30][CH:29]=[C:28]([F:33])[C:27]=1[C:34]1[CH:38]=[C:37]([CH2:39]O)[O:36][N:35]=1.C1CCN(C(N=NC(N2CCCCC2)=O)=O)CC1.P(CCCC)(CCCC)CCCC>C1(C)C=CC=CC=1>[CH3:1][O:2][C:3]([C:5]1[CH2:6][N:7]([C:18]([O:20][C:21]([CH3:24])([CH3:23])[CH3:22])=[O:19])[CH2:8][CH2:9][C:10]=1[C:11]1[CH:16]=[CH:15][C:14]([O:17][CH2:39][C:37]2[O:36][N:35]=[C:34]([C:27]3[C:28]([F:33])=[CH:29][CH:30]=[C:31]([F:32])[C:26]=3[Cl:25])[CH:38]=2)=[CH:13][CH:12]=1)=[O:4]. Procedure: To a sol. of compound B2 (10.0 g, 30 mmol) and [3-(2-chloro-3,6-difluoro-phenyl)-isoxazol-5-yl]-methanol (8.84 g, 30 mmol) in toluene (60 mL) were added ADDP (15.1 g, 60 mmol) and PBu3 (90%, 30.0 mL; 108 mmol). The mixture was stirred for 2 h at 80° C., and was allowed to cool to rt. The solvents were removed under reduced pressure. Purification of the residue by FC (EtOAc/heptane 1:4→EtOAc) yielded the title compound (8.64 g, 51%). LC-MS: tR=1.15 min; ES+: 561.25.